From a dataset of the Open Reaction Database (ORD), a public repository of structured organic reaction records. describe an organic reaction: reactants, conditions, products, and yield Reactants: C(C)OC=C(C(=O)OCC)C(=O)OCC (diethyl ethoxymethylenemalonate), FC=1C(=C(N)C=CC1F)OC (3,4-Difluoro-2-methoxyaniline), C1(=CC=CC=C1)OC1=CC=CC=C1 (diphenyl ether). Run in CCCCCC (hexane). Run at time 3 hour. Yields the product FC=1C=C2C(=C(C=NC2=C(C1F)OC)C(=O)OCC)O (ethyl 6,7-difluoro-4-hydroxy-8-methoxyquinoline-3-carboxylate). The yield is 51.4%. As a reaction SMILES: C(O[CH:4]=[C:5]([C:11]([O:13]CC)=O)[C:6]([O:8][CH2:9][CH3:10])=[O:7])C.[F:16][C:17]1[C:18]([O:25][CH3:26])=[C:19]([CH:21]=[CH:22][C:23]=1[F:24])[NH2:20].C1(OC2C=CC=CC=2)C=CC=CC=1>CCCCCC>[F:24][C:23]1[CH:22]=[C:21]2[C:19](=[C:18]([O:25][CH3:26])[C:17]=1[F:16])[N:20]=[CH:4][C:5]([C:6]([O:8][CH2:9][CH3:10])=[O:7])=[C:11]2[OH:13]. Reported procedure: 2.84 g (0.013 mole) of diethyl ethoxymethylenemalonate were added to 1.74 g (0.011 mole) of 3,4-difluoro-2-methoxyaniline (VIII) (prepared as described in Preparation 13). The mixture was then stirred at 140°-150° C. for 3 hours, after which 20 ml of diphenyl ether were added, and the mixture was stirred at 240°-250° C. for 1 hour. At the end of this time, the mixture was allowed to cool to room temperature, and then hexane was added to precipitate crystals, which were collected by filtration. 1... Reactants: BrC=1C=C2C(=NC1)NC=C2[C@H](C)C2=C(C(=CC=C2OC)F)Cl (5-bromo-3-[(S)-1-(2-chloro-3-fluoro-6-methoxyphenyl)-ethyl]-1H-pyrrolo[2,3-b]pyridine), B(Br)(Br)Br (boron tribromide). The solvent is C(Cl)Cl (CH2Cl2), C(Cl)Cl (CH2Cl2). Reaction conditions: time 30 minute. The product is BrC=1C=C2C(=NC1)NC=C2[C@H](C)C2=C(C=CC(=C2Cl)F)O (2-[(1S)-1-(5-Bromo-1H-pyrrolo[2,3-b]pyridin-3-yl)ethyl]-3-chloro-4-fluorophenol). Reaction SMILES: [Br:1][C:2]1[CH:3]=[C:4]2[C:10]([C@@H:11]([C:13]3[C:18]([O:19]C)=[CH:17][CH:16]=[C:15]([F:21])[C:14]=3[Cl:22])[CH3:12])=[CH:9][NH:8][C:5]2=[N:6][CH:7]=1.B(Br)(Br)Br>C(Cl)Cl>[Br:1][C:2]1[CH:3]=[C:4]2[C:10]([C@@H:11]([C:13]3[C:14]([Cl:22])=[C:15]([F:21])[CH:16]=[CH:17][C:18]=3[OH:19])[CH3:12])=[CH:9][NH:8][C:5]2=[N:6][CH:7]=1. Procedure: To a solution of 5-bromo-3-[(S)-1-(2-chloro-3-fluoro-6-methoxyphenyl)-ethyl]-1H-pyrrolo[2,3-b]pyridine (1.015 g, 2.646 mmol) in CH2Cl2 (25 mL), cooled to −78° C., 1.0 M of boron tribromide in CH2Cl2 (8 mL, 8 mmol) was added in parts, over the course of 10 min. The solution was allowed to warm to ambient temperature for 18 h (acetone/dry ice bath removed at 1.5 h). The reaction mixture was cooled to 0° C., after which methanol was added to quench the reaction. After stirring at rt for 30 min, the... Starting materials: N#CCCCCBr, Cc1c(-n2ccnc2)[nH]c2ccccc12, CN(C)C=O, [H-], [Na+], O. Product: Cc1c(-n2ccnc2)n(CCCCC#N)c2ccccc12. Reaction SMILES: [Br:18][CH2:19][CH2:20][CH2:21][CH2:22][C:23]#[N:24].[CH3:1][c:2]1[c:3](-[n:11]2[cH:12][n:13][cH:14][cH:15]2)[nH:4][c:5]2[cH:6][cH:7][cH:8][cH:9][c:10]12.[CH3:26][N:27]([CH3:28])[CH:29]=[O:30].[H-:16].[Na+:17].[OH2:25]>>[CH3:1][c:2]1[c:3](-[n:11]2[cH:12][n:13][cH:14][cH:15]2)[n:4]([CH2:19][CH2:20][CH2:21][CH2:22][C:23]#[N:24])[c:5]2[cH:6][cH:7][cH:8][cH:9][c:10]12. Starting materials: OC1CC2COCC(C1)N2C(=O)OCC2=CC=CC=C2 (benzyl 7-hydroxy-3-oxa-9-azabicyclo[3.3.1]nonane-9-carboxylate), [N+](=[N-])=CC(=O)OCC (ethyl 2-diazoacetate). The reagents and catalysts are C(C)(=O)[O-].[Rh+2].C(C)(=O)[O-] (Rhodium(II) acetate). Run in CCOC(=O)C (EtOAc), C(Cl)Cl (DCM). Conditions: time 8 hour. Yields the product C(C)OC(COC1CC2COCC(C1)N2C(=O)OCC2=CC=CC=C2)=O (benzyl 7-(2-ethoxy-2-oxo-ethoxy)-3-oxa-9-azabicyclo[3.3.1]nonane-9-carboxylate). Yield: 55.0%. As a reaction SMILES: [OH:1][CH:2]1[CH2:9][CH:8]2[N:10]([C:11]([O:13][CH2:14][C:15]3[CH:20]=[CH:19][CH:18]=[CH:17][CH:16]=3)=[O:12])[CH:4]([CH2:5][O:6][CH2:7]2)[CH2:3]1.[N+](=[CH:23][C:24]([O:26][CH2:27][CH3:28])=[O:25])=[N-]>C(Cl)Cl.CCOC(C)=O.C([O-])(=O)C.[Rh+2].C([O-])(=O)C>[CH2:27]([O:26][C:24](=[O:25])[CH2:23][O:1][CH:2]1[CH2:3][CH:4]2[N:10]([C:11]([O:13][CH2:14][C:15]3[CH:20]=[CH:19][CH:18]=[CH:17][CH:16]=3)=[O:12])[CH:8]([CH2:7][O:6][CH2:5]2)[CH2:9]1)[CH3:28] |f:4.5.6|. Reported procedure: To a solution of benzyl 7-hydroxy-3-oxa-9-azabicyclo[3.3.1]nonane-9-carboxylate O (200 mg, 0.72 mmol) in DCM (4 mL) was added ethyl 2-diazoacetate (202 mg, 1.44 mmol) and Rhodium(II) acetate (319 mg, 0.72 mmol) at 0° C. The resulting mixture was stirred at room temperature for overnight, and then diluted with EtOAc. The organic layer was separated, and the aqueous phase was extracted with EtOAc. The combined organic phases were washed with water and brine and dried (Na2SO4). The organic solvent ... The reactants are COC([C@H](CC1=C(C=C(C=C1C)OCC=1N=C(OC1C)C1=CC=CC=C1)C)OCC)=O ((S)-3-[2,6-dimethyl-4-(5-methyl-2-phenyl-oxazol-4-ylmethoxy)-phenyl]-2-ethoxy-propionic acid methyl ester), [Li+].[OH-] (LiOH). Yields the product CC1=C(C(=CC(=C1)OCC=1N=C(OC1C)C1=CC=CC=C1)C)C[C@@H](C(=O)O)OCC ((S)-3-[2,6-dimethyl-4-(5-methyl-2-phenyl-oxazol-4-ylmethoxy)-phenyl]-2-ethoxy-propionic acid). As a reaction SMILES: C[O:2][C:3](=[O:31])[C@@H:4]([O:28][CH2:29][CH3:30])[CH2:5][C:6]1[C:11]([CH3:12])=[CH:10][C:9]([O:13][CH2:14][C:15]2[N:16]=[C:17]([C:21]3[CH:26]=[CH:25][CH:24]=[CH:23][CH:22]=3)[O:18][C:19]=2[CH3:20])=[CH:8][C:7]=1[CH3:27].[Li+].[OH-]>>[CH3:12][C:11]1[CH:10]=[C:9]([O:13][CH2:14][C:15]2[N:16]=[C:17]([C:21]3[CH:26]=[CH:25][CH:24]=[CH:23][CH:22]=3)[O:18][C:19]=2[CH3:20])[CH:8]=[C:7]([CH3:27])[C:6]=1[CH2:5][C@H:4]([O:28][CH2:29][CH3:30])[C:3]([OH:31])=[O:2] |f:1.2|. Procedure details: In analogy to the procedure described in example 1 g], (S)-3-[2,6-dimethyl-4-(5-methyl-2-phenyl-oxazol-4-ylmethoxy)-phenyl]-2-ethoxy-propionic acid methyl ester was treated with LiOH to obtain (S)-3-[2,6-dimethyl-4-(5-methyl-2-phenyl-oxazol-4-ylmethoxy)-phenyl]-2-ethoxy-propionic acid as colorless solid. Reactants: ClC1=CC=CC=2C(=C3C(=NC12)CCNCC3)C (7-chloro-1,2,4,5-tetrahydro-11methyl-3H-azepino[4,5-b]quinoline), ClC(=O)OCC (ethyl chloroformate). The product is C(C)OC(=O)N1CCC2=NC=3C(=CC=CC3C(=C2CC1)C)Cl (7-Chloro-1,2,4,5-tetrahydro-11-methyl-3-azepino[4,5-b]quinoline-carboxylic acid ethyl ester). The yield is 70.0%. Reaction SMILES: [Cl:1][C:2]1[C:11]2[N:10]=[C:9]3[CH2:12][CH2:13][NH:14][CH2:15][CH2:16][C:8]3=[C:7]([CH3:17])[C:6]=2[CH:5]=[CH:4][CH:3]=1.Cl[C:19]([O:21][CH2:22][CH3:23])=[O:20]>>[CH2:22]([O:21][C:19]([N:14]1[CH2:15][CH2:16][C:8]2[C:9](=[N:10][C:11]3[C:2]([Cl:1])=[CH:3][CH:4]=[CH:5][C:6]=3[C:7]=2[CH3:17])[CH2:12][CH2:13]1)=[O:20])[CH3:23]. Reported procedure: 7-Chloro-1,2,4,5-tetrahydro-11-methyl-3-azepino[4,5-b]quinoline-carboxylic acid ethyl ester was prepared from 7-chloro-1,2,4,5-tetrahydro-11methyl-3H-azepino[4,5-b]quinoline and ethyl chloroformate analogous to Example 63.